This data is from the Open Reaction Database (ORD), a public repository of structured organic reaction records. The task is: describe an organic reaction: reactants, conditions, products, and yield Reactants: IC1=CN(C2=C1C=NC(=C2)C(=O)OC(C)(C)C)C(=O)OCC (6-tert-butyl 1-ethyl 3-iodo-1H-pyrrolo[3,2-c]pyridine-1,6-dicarboxylate), [N+](=O)([O-])C1=CC=C(C=C1)B(O)O (4-nitrophenylboronic acid), [O-]P(=O)([O-])[O-].[K+].[K+].[K+] (K3PO4). The reagents and catalysts are C=1C=CC(=CC1)[P](C=2C=CC=CC2)(C=3C=CC=CC3)[Pd]([P](C=4C=CC=CC4)(C=5C=CC=CC5)C=6C=CC=CC6)([P](C=7C=CC=CC7)(C=8C=CC=CC8)C=9C=CC=CC9)[P](C=1C=CC=CC1)(C=1C=CC=CC1)C=1C=CC=CC1 (Pd(PPh3)4). Solvent: C1(=CC=CC=C1)C (toluene), C(C)O (ethanol). Conditions: temperature 77.5 celsius. Product: [N+](=O)([O-])C1=CC=C(C=C1)C1=CNC2=C1C=NC(=C2)C(=O)OC(C)(C)C (tert-Butyl 3-(4-nitrophenyl)-1H-pyrrolo[3,2-c]pyridine-6-carboxylate). Yield: 18.1%. As a reaction SMILES: I[C:2]1[C:6]2[CH:7]=[N:8][C:9]([C:11]([O:13][C:14]([CH3:17])([CH3:16])[CH3:15])=[O:12])=[CH:10][C:5]=2[N:4](C(OCC)=O)[CH:3]=1.[N+:23]([C:26]1[CH:31]=[CH:30][C:29](B(O)O)=[CH:28][CH:27]=1)([O-:25])=[O:24].[O-]P([O-])([O-])=O.[K+].[K+].[K+]>C1(C)C=CC=CC=1.C(O)C.C1C=CC([P]([Pd]([P](C2C=CC=CC=2)(C2C=CC=CC=2)C2C=CC=CC=2)([P](C2C=CC=CC=2)(C2C=CC=CC=2)C2C=CC=CC=2)[P](C2C=CC=CC=2)(C2C=CC=CC=2)C2C=CC=CC=2)(C2C=CC=CC=2)C2C=CC=CC=2)=CC=1>[N+:23]([C:26]1[CH:31]=[CH:30][C:29]([C:2]2[C:6]3[CH:7]=[N:8][C:9]([C:11]([O:13][C:14]([CH3:15])([CH3:16])[CH3:17])=[O:12])=[CH:10][C:5]=3[NH:4][CH:3]=2)=[CH:28][CH:27]=1)([O-:25])=[O:24] |f:2.3.4.5,^1:56,58,77,96|. Reported procedure: To a mixture of 6-tert-butyl 1-ethyl 3-iodo-1H-pyrrolo[3,2-c]pyridine-1,6-dicarboxylate (55 mg, 0.13 mmol) and 4-nitrophenylboronic acid (67 mg, 0.4 mmol) in toluene (3 mL) and ethanol (1.5 mL), was added Pd(PPh3)4, followed by K3PO4 (2 M, 0.4 mL). The resulting mixture was purged with argon, and heated at 75-80° C. for 5 h. The desired product was purified by prep-HPLC to gave a yellow solid (8 mg, 18 % yield). 1H NMR (CDCl3) δ 8.68 (s, 1H), 8.30 (d, 2H, J=8.8 Hz), 8.00 (d, 1H, J=8.8 Hz), 7.36 ... The reactants are C(C)(C)(C)OC(=O)NCC1=CC=C(C=C1)N1C(OC(C1)C(=O)N1CCC(CC1)OCC(=O)OC(C)(C)C)=O (tert-butyl 2-{1-[3-(4-tert-butoxycarbonylaminomethylphenyl)-2-oxo-5-oxazolidinylcarbonyl]-4-piperidyloxy}acetate), FC(C(=O)O)(F)F (trifluoroacetic acid). Yields the product NCC1=CC=C(C=C1)N1C(OC(C1)C(=O)N1CCC(CC1)OCC(=O)O)=O (2-{1-[3-(4-aminomethylphenyl)-2-oxo-5-oxazolidinylcarbonyl]-4-piperidyloxy}acetic acid), FC(C(=O)[O-])(F)F (trifluoroacetate). RXN SMILES: C(OC([NH:8][CH2:9][C:10]1[CH:15]=[CH:14][C:13]([N:16]2[CH2:20][CH:19]([C:21]([N:23]3[CH2:28][CH2:27][CH:26]([O:29][CH2:30][C:31]([O:33]C(C)(C)C)=[O:32])[CH2:25][CH2:24]3)=[O:22])[O:18][C:17]2=[O:38])=[CH:12][CH:11]=1)=O)(C)(C)C.[F:39][C:40]([F:45])([F:44])[C:41]([OH:43])=[O:42]>>[NH2:8][CH2:9][C:10]1[CH:15]=[CH:14][C:13]([N:16]2[CH2:20][CH:19]([C:21]([N:23]3[CH2:24][CH2:25][CH:26]([O:29][CH2:30][C:31]([OH:33])=[O:32])[CH2:27][CH2:28]3)=[O:22])[O:18][C:17]2=[O:38])=[CH:12][CH:11]=1.[F:39][C:40]([F:45])([F:44])[C:41]([O-:43])=[O:42]. Procedure: 0.53 g of tert-butyl 2-{1-[3-(4-tert-butoxycarbonylaminomethylphenyl)-2-oxo-5-oxazolidinylcarbonyl]-4-piperidyloxy}acetate is stirred in 10 ml of trifluoroacetic acid at room temperature. After customary workup, the crude product is triturated with ether and dried. 2-{1-[3-(4-aminomethylphenyl)-2-oxo-5-oxazolidinylcarbonyl]-4-piperidyloxy}acetic acid, trifluoroacetate, is obtained, FAB (M+1): 378.